This data is from the Open Reaction Database (ORD), a public repository of structured organic reaction records. The task is: describe an organic reaction: reactants, conditions, products, and yield The solvent is C(C)#N (acetonitrile), O1CCOCC1 (dioxane), C(C)N(CC)CC (triethylamine). Yields the product C1C=2N(CS1)C=CC2C(=O)N (1H,3H-pyrrolo[1,2-c]thiazole-7-carboxamide). RXN SMILES: Cl.N1C=CC=C([CH:8]2[N:12]3[CH:13]=[CH:14][C:15]([C:16]([OH:18])=O)=[C:11]3[CH2:10][S:9]2)C=1.[NH2:19]C1C=C(C=CC=1Cl)C(C1C=CC=CC=1)=O.C>O1CCOCC1.C(#N)C.C(N(CC)CC)C>[CH2:10]1[S:9][CH2:8][N:12]2[CH:13]=[CH:14][C:15]([C:16]([NH2:19])=[O:18])=[C:11]12. Isolated yield 124.3%. Conditions: temperature 60 celsius, time 40 minute. Reactants: Cl (Hydrochloride), C (charcoal), acid chloride, N1=CC(=CC=C1)C1SCC=2N1C=CC2C(=O)O ((+)-3-(3-pyridyl)-1H,3H-pyrrolo[1,2-c]thiazole-7-carboxylic acid), NC=1C=C(C(=O)C2=CC=CC=C2)C=CC1Cl (3-amino-4-chlorobenzophenone). Procedure details: Hydrochloride of the acid chloride derived from (+)-3-(3-pyridyl)-1H,3H-pyrrolo[1,2-c]thiazole-7-carboxylic acid (5.4 g) is added, at a temperature between 60° and 62° C., to a solution of 3-amino-4-chlorobenzophenone (4.1 g) and triethylamine (3.65 g) in dioxane (80 cc) which is heated to a temperature in the vicinity of 60° C., in the course of 15 minutes. The suspension obtained is heated, with stirring, at a temperature in the vicinity of 100° C. for 5 hours and 40 minutes and then stirred a... Reactants: C(CCC)NC=1C=C(C(=O)N)C=C(C1OC1=CC=CC=C1)S(N)(=O)=O (3-n-butylamino-4-phenoxy-5-sulfamylbenzamide), P(=O)(Cl)(Cl)Cl (phosphorus oxychloride). Run at temperature 120 celsius. Product: C(CCC)NC=1C=C(C#N)C=C(C1OC1=CC=CC=C1)S(N)(=O)=O (3-n-butylamino-4-phenoxy-5-sulfamylbenzonitrile). RXN SMILES: [CH2:1]([NH:5][C:6]1[CH:7]=[C:8]([CH:12]=[C:13]([S:22](=[O:25])(=[O:24])[NH2:23])[C:14]=1[O:15][C:16]1[CH:21]=[CH:20][CH:19]=[CH:18][CH:17]=1)[C:9]([NH2:11])=O)[CH2:2][CH2:3][CH3:4].P(Cl)(Cl)(Cl)=O>>[CH2:1]([NH:5][C:6]1[CH:7]=[C:8]([CH:12]=[C:13]([S:22](=[O:25])(=[O:24])[NH2:23])[C:14]=1[O:15][C:16]1[CH:17]=[CH:18][CH:19]=[CH:20][CH:21]=1)[C:9]#[N:11])[CH2:2][CH2:3][CH3:4]. Procedure details: A mixture of 3-n-butylamino-4-phenoxy-5-sulfamylbenzamide (8.5 g) and phosphorus oxychloride (25 ml) is heated at 120° C. for 2 hours. The mixture is then evaporated in vacuo and the residue is triturated with ice-water (120 ml) to yield crude 3-n-butylamino-4-phenoxy-5-sulfamylbenzonitrile. After filtration, carefully washing with water, drying and recrystallization from methanol, it is obtained with a melting point of 217°-218° C. Reactants: azoisobutyronitrile, C(C(=C)C)(=O)OC12CC3CC(CC(C1)C3)C2 (Adamantyl methacrylate), C(C(=C)C)(=O)OC(C)(C)C (tert-butyl methacrylate), C(C(=C)C)(=O)O (methacrylic acid), resultant mixture. Run in O1CCCC1 (tetrahydrofuran). The product is C(C(=C)C)(=O)OC12CC3CC(CC(C1)C3)C2.C(C(=C)C)(=O)OC(C)(C)C.C(C(=C)C)(=O)O (AMM t-BM MA). As a reaction SMILES: [C:1]([O:6][C:7]12[CH2:16][CH:11]3[CH2:12][CH:13]([CH2:15][CH:9]([CH2:10]3)[CH2:8]1)[CH2:14]2)(=[O:5])[C:2]([CH3:4])=[CH2:3].[C:17]([O:22][C:23]([CH3:26])([CH3:25])[CH3:24])(=[O:21])[C:18]([CH3:20])=[CH2:19].[C:27]([OH:32])(=[O:31])[C:28]([CH3:30])=[CH2:29]>O1CCCC1>[C:1]([O:6][C:7]12[CH2:16][CH:11]3[CH2:10][CH:9]([CH2:15][CH:13]([CH2:12]3)[CH2:14]1)[CH2:8]2)(=[O:5])[C:2]([CH3:4])=[CH2:3].[C:17]([O:22][C:23]([CH3:26])([CH3:25])[CH3:24])(=[O:21])[C:18]([CH3:20])=[CH2:19].[C:27]([OH:32])(=[O:31])[C:28]([CH3:30])=[CH2:29] |f:4.5.6|. Reported procedure: Adamantyl methacrylate (AMM), tert-butyl methacrylate (t-BM) and methacrylic acid (MA) were mixed together with tetrahydrofuran (THF) thereby to obtain a mixed solution, to which 10 mol. % of azoisobutyronitrile (AIBN) was added as an initiator. Then, the resultant mixture was allowed to undergo a reaction for 40 hours to obtain a copolymer (AMM-t-BM-MA; 35:40:25) having a molecular weight of 10,000. Reactants: ClC1=C(N)C=CC=C1Cl (2,3-dichloroaniline), C(C)(=O)OC(C)=O (acetic anhydride). The solvent is C1=CC=CC=C1 (benzene), C1=CC=CC=C1 (benzene). Product: ClC1=C(C=CC=C1Cl)NC(C)=O (N-(2,3-dichlorophenyl)acetamide). As a reaction SMILES: [Cl:1][C:2]1[C:8]([Cl:9])=[CH:7][CH:6]=[CH:5][C:3]=1[NH2:4].[C:10](OC(=O)C)(=[O:12])[CH3:11]>C1C=CC=CC=1>[Cl:1][C:2]1[C:8]([Cl:9])=[CH:7][CH:6]=[CH:5][C:3]=1[NH:4][C:10](=[O:12])[CH3:11]. Procedure details: To a solution 2.06 g (12.71 mmol) of 2,3-dichloroaniline (16-1) in 10 mL of benzene cooled in an ice bath was added drop wise a 10 mL benzene solution of 1.95 g (19.07 mmol) of acetic anhydride. The reaction mixture was then brought to reflux for 1 hour, cooled to room temperature and filtered off the desired product 16-2. MS (M+1): theoretical 203.0; measured 204.1. 1H NMR (CDCl3): 2.26 (s, 3H), 7.21 (m, 2H), 7.68 (m, 1H), 8.33 (m, 1H).